Dataset: the Open Reaction Database (ORD), a public repository of structured organic reaction records. Task: describe an organic reaction: reactants, conditions, products, and yield Starting materials: CCCc1ccccn1, CC(=O)O, OO. Product: CCCc1cccc[n+]1[O-]. RXN SMILES: [CH2:1]([CH2:2][CH3:3])[c:4]1[n:5][cH:6][cH:7][cH:8][cH:9]1.[CH3:12][C:13](=[O:14])[OH:15].[OH:10][OH:11]>>[CH2:1]([CH2:2][CH3:3])[c:4]1[n+:5]([O-:10])[cH:6][cH:7][cH:8][cH:9]1. Starting materials: CO, CC(C)(CCl)C(=O)N(O)Cc1ccccc1Cl, [K+], [OH-]. Product: CC1(C)CON(Cc2ccccc2Cl)C1=O. RXN SMILES: [CH3:20][OH:21].[Cl:1][CH2:2][C:3]([C:4](=[O:5])[N:6]([OH:7])[CH2:8][c:9]1[c:10]([Cl:15])[cH:11][cH:12][cH:13][cH:14]1)([CH3:16])[CH3:17].[K+:19].[OH-:18]>>[CH2:2]1[C:3]([CH3:16])([CH3:17])[C:4](=[O:5])[N:6]([CH2:8][c:9]2[c:10]([Cl:15])[cH:11][cH:12][cH:13][cH:14]2)[O:7]1. The reactants are O=C([O-])[O-], COc1c(Cl)cnn(Cc2ccccc2)c1=O, Cc1ccc(B(O)O)cc1, Cc1ccccc1, [Na+], [Na+]. The product is COc1c(-c2ccc(C)cc2)cnn(Cc2ccccc2)c1=O. As a reaction SMILES: [C:28](=[O:29])([O-:30])[O-:31].[CH2:1]([c:2]1[cH:3][cH:4][cH:5][cH:6][cH:7]1)[n:8]1[n:9][cH:10][c:11]([Cl:17])[c:12]([O:15][CH3:16])[c:13]1=[O:14].[CH3:18][c:19]1[cH:20][cH:21][c:22]([B:25]([OH:26])[OH:27])[cH:23][cH:24]1.[CH3:34][c:35]1[cH:36][cH:37][cH:38][cH:39][cH:40]1.[Na+:32].[Na+:33]>>[CH2:1]([c:2]1[cH:3][cH:4][cH:5][cH:6][cH:7]1)[n:8]1[n:9][cH:10][c:11](-[c:22]2[cH:21][cH:20][c:19]([CH3:18])[cH:24][cH:23]2)[c:12]([O:15][CH3:16])[c:13]1=[O:14].